Dataset: the Open Reaction Database (ORD), a public repository of structured organic reaction records. Task: describe an organic reaction: reactants, conditions, products, and yield The reactants are CCN1CC(c2ccccc2)=C(O)C1=O, CCOC(C)=O, Cl, ClCCN1CCCCC1. Product: CCN1CC(c2ccccc2)=C(OCCN2CCCCC2)C1=O. As a reaction SMILES: [CH2:1]([CH3:2])[N:3]1[C:4](=[O:15])[C:5]([OH:14])=[C:6]([c:8]2[cH:9][cH:10][cH:11][cH:12][cH:13]2)[CH2:7]1.[CH3:26][CH2:27][O:28][C:29](=[O:30])[CH3:31].[ClH:25].[N:16]1([CH2:22][CH2:23][Cl:24])[CH2:17][CH2:18][CH2:19][CH2:20][CH2:21]1>>[CH2:1]([CH3:2])[N:3]1[C:4](=[O:15])[C:5]([O:14][CH2:23][CH2:22][N:16]2[CH2:17][CH2:18][CH2:19][CH2:20][CH2:21]2)=[C:6]([c:8]2[cH:9][cH:10][cH:11][cH:12][cH:13]2)[CH2:7]1. Reactants: COc1c(C)ccc2oc(C(=O)Nc3ccc(-c4ccc(S(=O)(=O)NC(C(=O)OC(C)(C)C)C(C)C)cc4)cc3)c(C)c12, ClCCl, O=C(O)C(F)(F)F. The product is COc1c(C)ccc2oc(C(=O)Nc3ccc(-c4ccc(S(=O)(=O)NC(C(=O)O)C(C)C)cc4)cc3)c(C)c12. Reaction SMILES: [C:1]([CH3:2])([CH3:3])([CH3:4])[O:5][C:6]([CH:7]([CH:8]([CH3:9])[CH3:10])[NH:11][S:12](=[O:13])(=[O:14])[c:15]1[cH:16][cH:17][c:18](-[c:21]2[cH:22][cH:23][c:24]([NH:27][C:28](=[O:29])[c:30]3[o:31][c:32]4[c:33]([c:34]3[CH3:35])[c:36]([O:41][CH3:42])[c:37]([CH3:40])[cH:38][cH:39]4)[cH:25][cH:26]2)[cH:19][cH:20]1)=[O:43].[Cl:51][CH2:52][Cl:53].[F:44][C:45]([F:46])([F:47])[C:48]([OH:49])=[O:50]>>[O:5]=[C:6]([CH:7]([CH:8]([CH3:9])[CH3:10])[NH:11][S:12](=[O:13])(=[O:14])[c:15]1[cH:16][cH:17][c:18](-[c:21]2[cH:22][cH:23][c:24]([NH:27][C:28](=[O:29])[c:30]3[o:31][c:32]4[c:33]([c:34]3[CH3:35])[c:36]([O:41][CH3:42])[c:37]([CH3:40])[cH:38][cH:39]4)[cH:25][cH:26]2)[cH:19][cH:20]1)[OH:43].